This data is from the Open Reaction Database (ORD), a public repository of structured organic reaction records. The task is: describe an organic reaction: reactants, conditions, products, and yield The reactants are N, N([BH2-])(C)C.[Li+], C1CN(C[C@@H](C1=O)O)S(=O)(=O)C. Reagents/catalysts: c1ccc(cc1)-c2c3ccccc3cc4ccccc24 (9-Phenylanthracene), CC(C)[O-].CC(C)[O-].CC(C)[O-].CC(C)[O-].[Ti+4] (Ti(OiPr)4). Reaction conditions: temperature 25 celsius, time 18 hour. Yields the product CS(=O)(=O)N1CC[C@@H](N)[C@H](O)C1. RXN SMILES: [CH3:1][S:2]([N:5]1[CH2:11][C@H:9]([OH:10])[C:8](=O)[CH2:7][CH2:6]1)(=[O:4])=[O:3].[NH3:12].[Li+].[BH3-]N(C)C>>[CH3:1][S:2]([N:5]1[CH2:11][C@@H:9]([OH:10])[C@H:8]([NH2:12])[CH2:7][CH2:6]1)(=[O:4])=[O:3]. The reactants are OC1=CC=C(C=C1)C=1C(=CC=CC1)C1=CC=C(C=C1)OCCCCCC (4-hydroxy-4"-hexyloxyterphenyl), FC(C(=O)O)(CCCC)C ((-)-2-fluoro-2-methylhexanoic acid), C1(CCCCC1)N=C=NC1CCCCC1 (N,N'-dicyclohexylcarbodiimide). The reagents and catalysts are CN(C1=CC=NC=C1)C (4-dimethylaminopyridine). The solvent is ClCCl (dichloromethane). Yields the product FC(C(=O)OC1=CC=C(C=C1)C=1C(=CC=CC1)C1=CC=C(C=C1)OCCCCCC)(CCCCC)C (4-(2-fluoro-2-methylheptanoyloxy)-4"-hexyloxyterphenyl). The yield is 23.3%. Reaction SMILES: O[C:2]1[CH:7]=[CH:6][C:5]([C:8]2[C:9]([C:14]3[CH:19]=[CH:18][C:17]([O:20][CH2:21][CH2:22][CH2:23][CH2:24][CH2:25][CH3:26])=[CH:16][CH:15]=3)=[CH:10][CH:11]=[CH:12][CH:13]=2)=[CH:4][CH:3]=1.[F:27][C:28]([CH3:36])([CH2:32][CH2:33][CH2:34][CH3:35])[C:29]([OH:31])=[O:30].[CH:37]1(N=C=NC2CCCCC2)CCCCC1>CN(C)C1C=CN=CC=1.ClCCl>[F:27][C:28]([CH3:36])([CH2:32][CH2:33][CH2:34][CH2:35][CH3:37])[C:29]([O:31][C:2]1[CH:7]=[CH:6][C:5]([C:8]2[C:9]([C:14]3[CH:19]=[CH:18][C:17]([O:20][CH2:21][CH2:22][CH2:23][CH2:24][CH2:25][CH3:26])=[CH:16][CH:15]=3)=[CH:10][CH:11]=[CH:12][CH:13]=2)=[CH:4][CH:3]=1)=[O:30]. Procedure: 240 mg (0.7 mmol) of 4-hydroxy-4"-hexyloxyterphenyl, 20 mg (0.7 mmol) of (-)-2-fluoro-2-methylhexanoic acid, 150 mg (0.7 mmol) of N,N'-dicyclohexylcarbodiimide and 10 mg (0.07 mmol) of 4-dimethylaminopyridine were dissolved in 100 ml of dried dichloromethane, which were stirred under reflux for 7 hours. After the completion of the reaction, the precipitate was removed by filtration and then the filtrate was washed with 1 normal hydrochloric acid and further with water, after which the organic ph... Reactants: C(C)OC(=O)C=1C(=C2C(=C(N1)Br)N(C(=C2Br)Br)CC2=C(C=CC=C2)OC)O (2,3,7-tribromo-1-(2-methoxy-benzyl)-4-hydroxy-1H-pyrrolo[2,3-c]pyridine-5-carboxylic acid ethyl ester), C(#N)[Cu] (CuCN). Product: C(C)OC(=O)C=1C(=C2C(=C(N1)C#N)N(C(=C2Br)Br)CC2=C(C=CC=C2)OC)O (2,3-Dibromo-7-cyano-1-(2-methoxy-benzyl)-4-hydroxy-1H-pyrrolo[2,3-c]pyridine-5-carboxylic acid ethyl ester). As a reaction SMILES: [CH2:1]([O:3][C:4]([C:6]1[C:7]([OH:27])=[C:8]2[C:15]([Br:16])=[C:14]([Br:17])[N:13]([CH2:18][C:19]3[CH:24]=[CH:23][CH:22]=[CH:21][C:20]=3[O:25][CH3:26])[C:9]2=[C:10](Br)[N:11]=1)=[O:5])[CH3:2].[C:28]([Cu])#[N:29]>>[CH2:1]([O:3][C:4]([C:6]1[C:7]([OH:27])=[C:8]2[C:15]([Br:16])=[C:14]([Br:17])[N:13]([CH2:18][C:19]3[CH:24]=[CH:23][CH:22]=[CH:21][C:20]=3[O:25][CH3:26])[C:9]2=[C:10]([C:28]#[N:29])[N:11]=1)=[O:5])[CH3:2]. Procedure: Prepared in analogy to that of Example 105(a) from 2,3,7-tribromo-1-(2-methoxy-benzyl)-4-hydroxy-1H-pyrrolo[2,3-c]pyridine-5-carboxylic acid ethyl ester and CuCN. The title compound, ESI MS (m/z): 508 (M+H)+. Starting materials: O=C(O)C1(c2ccc(Cl)cc2)CCC1, CCC(=O)Nc1cccc(C2CCN(CCCN)CC2)c1. Yields the product CCC(=O)Nc1cccc(C2CCN(CCCNC(=O)C3(c4ccc(Cl)cc4)CCC3)CC2)c1. Reaction SMILES: [Cl:1][c:2]1[cH:3][cH:4][c:5]([C:8]2([C:12](=[O:13])[OH:14])[CH2:9][CH2:10][CH2:11]2)[cH:6][cH:7]1.[NH2:15][CH2:16][CH2:17][CH2:18][N:19]1[CH2:20][CH2:21][CH:22]([c:25]2[cH:26][c:27]([NH:31][C:32]([CH2:33][CH3:34])=[O:35])[cH:28][cH:29][cH:30]2)[CH2:23][CH2:24]1>>[Cl:1][c:2]1[cH:3][cH:4][c:5]([C:8]2([C:12](=[O:14])[NH:15][CH2:16][CH2:17][CH2:18][N:19]3[CH2:20][CH2:21][CH:22]([c:25]4[cH:26][c:27]([NH:31][C:32]([CH2:33][CH3:34])=[O:35])[cH:28][cH:29][cH:30]4)[CH2:23][CH2:24]3)[CH2:9][CH2:10][CH2:11]2)[cH:6][cH:7]1. Starting materials: C([C@@H]([C@H](C(O)=O)O)O)(O)=O, C1C[C@](C(N1)=O)(C)N. The reagents and catalysts are c1ccc(cc1)-c2c3ccccc3cc4ccccc24 (9-Phenylanthracene). The solvent is CC(C)O (IPA). Reaction conditions: temperature 80 celsius, time 18 hour. Yields the product C[C@]1(N)CCNC1=O. As a reaction SMILES: [CH3:1][C@:2]1([C:7](=[O:8])[NH:6][CH2:5][CH2:4]1)[NH2:3].O[C@@H](C(O)=O)[C@H](C(O)=O)O>>[CH3:1][C@:2]1([C:7](=[O:8])[NH:6][CH2:5][CH2:4]1)[NH2:3]. The reactants are C(C)(C)(C)OC(=O)NCC(CP(OCC)(=O)C(OCC)OCC)(O)C1=CC=C(C=C1)Cl (ethyl 3-(N-tert.-butoxycarbonylamino)-2-(4-chlorophenyl)-2-hydroxy-propyl(diethoxymethyl)phosphinate), C[Si](Br)(C)C (trimethylbromosilane), O (water). Run in CO (methanol), ClCCl (dichloromethane). Conditions: time 24 hour. Product: Br.NCC(CP(O)(=O)C(OCC)OCC)(O)C1=CC=C(C=C1)Cl (3-amino-2-(4-chlorophenyl)-2-hydroxypropyl(diethoxymethyl)phosphinic acid hydrobromide salt). As a reaction SMILES: C(OC([NH:8][CH2:9][C:10]([C:25]1[CH:30]=[CH:29][C:28]([Cl:31])=[CH:27][CH:26]=1)([OH:24])[CH2:11][P:12]([CH:17]([O:21][CH2:22][CH3:23])[O:18][CH2:19][CH3:20])(=[O:16])[O:13]CC)=O)(C)(C)C.C[Si](C)(C)[Br:34].O>ClCCl.CO>[BrH:34].[NH2:8][CH2:9][C:10]([C:25]1[CH:30]=[CH:29][C:28]([Cl:31])=[CH:27][CH:26]=1)([OH:24])[CH2:11][P:12]([CH:17]([O:21][CH2:22][CH3:23])[O:18][CH2:19][CH3:20])(=[O:13])[OH:16] |f:5.6|. Procedure: A solution of 0.48 g of ethyl 3-(N-tert.-butoxycarbonylamino)-2-(4-chlorophenyl)-2-hydroxy-propyl(diethoxymethyl)phosphinate in 10 ml of anhydrous dichloromethane is treated with 0.76 g of trimethylbromosilane and the resulting colourless solution stirred for 24 hours at room temperature under an inert atmosphere. The volatile materials are removed under reduced pressure to give a foam which is redisslued in 5 ml of methanol containing 1% of water and the solution stirred for 20 hours at room te... Starting materials: C(=O)C=O (glyoxal), aqueous solution, CCC(COC(=O)CCN1CC1C)(COC(=O)CCN2CC2C)COC(=O)CCN3CC3C (CX-100), C(O)NC(C=C)=O (N-methylol acrylamide). The solvent is O (water). Run at time 2 minute. The product is C(C)(=O)OC=C.C=C.C(C=C)(=O)O (Vinyl Acetate Ethylene/Acrylic Acid). As a reaction SMILES: [CH:1]([CH:3]=O)=O.CC[C:7](COC(CCN1C(C)C1)=O)(COC(CCN1C(C)C1)=O)[CH2:8][O:9][C:10]([CH2:12][CH2:13]N1C(C)C1)=[O:11].C(NC(=O)C=C)O>O>[C:10]([O:9][CH:8]=[CH2:7])(=[O:11])[CH3:12].[CH2:1]=[CH2:3].[C:10]([OH:11])(=[O:9])[CH:12]=[CH2:13] |f:4.5.6|. Procedure: To 100 g of this emulsion 45.1 g of deionized water is added. Then 7.5 g of glyoxal (a 40% aqueous solution) followed by addition of 1.5 g of CX-100 (100% active). This formulation is then ready to be printed onto a nonwoven basestock. Upon printing, the nonwoven web is placed into an oven at 150° F. for two minutes to remove all the water. This formulation provides tensile performance to the nonwoven basestock similar to that achieved by standard heat activated systems based upon N-methylol acr... RXN SMILES: [C:37](=[O:38])([O-:39])[O-:40].[CH3:43][O:44][C:45]([CH:46]([c:47]1[cH:48][c:49]([Cl:53])[cH:50][cH:51][cH:52]1)[Br:54])=[O:55].[CH3:56][N:57]([CH3:58])[CH:59]=[O:60].[CH3:61][OH:62].[CH3:8][O:9][c:10]1[c:11]2[c:12]([n:13][cH:14][n:15]1)[s:16][c:17]([NH:19][C:20](=[O:21])[N:22]1[CH2:23][CH2:24][NH:25][CH2:26][CH2:27]1)[n:18]2.[CH:28]([N:29]([CH:30]([CH3:31])[CH3:32])[CH2:33][CH3:34])([CH3:35])[CH3:36].[F:1][C:2]([F:3])([F:4])[C:5]([OH:6])=[O:7].[K+:41].[K+:42]>>[CH3:8][O:9][c:10]1[c:11]2[c:12]([n:13][cH:14][n:15]1)[s:16][c:17]([NH:19][C:20](=[O:21])[N:22]1[CH2:23][CH2:24][N:25]([CH:46]([C:45]([O:44][CH3:43])=[O:55])[c:47]3[cH:48][c:49]([Cl:53])[cH:50][cH:51][cH:52]3)[CH2:26][CH2:27]1)[n:18]2. Starting materials: O=C([O-])[O-], COC(=O)C(Br)c1cccc(Cl)c1, CN(C)C=O, CO, COc1ncnc2sc(NC(=O)N3CCNCC3)nc12, CCN(C(C)C)C(C)C, O=C(O)C(F)(F)F, [K+], [K+]. Product: COC(=O)C(c1cccc(Cl)c1)N1CCN(C(=O)Nc2nc3c(OC)ncnc3s2)CC1. The reactants are Cc1nccn1-c1ccc([N+](=O)[O-])cc1, CO, O=C[O-], O=CO, [Na+], [Pd]. Product: Cc1nccn1-c1ccc(N)cc1. RXN SMILES: [CH3:1][c:2]1[n:3](-[c:7]2[cH:8][cH:9][c:10]([N+:13]([O-:14])=[O:15])[cH:11][cH:12]2)[cH:4][cH:5][n:6]1.[CH3:23][OH:24].[CH:16]([O-:17])=[O:18].[CH:20]([OH:21])=[O:22].[Na+:19].[Pd:25]>>[CH3:1][c:2]1[n:3](-[c:7]2[cH:8][cH:9][c:10]([NH2:13])[cH:11][cH:12]2)[cH:4][cH:5][n:6]1.